This data is from the Open Reaction Database (ORD), a public repository of structured organic reaction records. The task is: describe an organic reaction: reactants, conditions, products, and yield Starting materials: ClC=1C(=NNC1C)C(F)(F)F (4-chloro-5-methyl-3-(trifluoromethyl)pyrazole), BrCC(=O)OCC (ethyl 2-bromoacetate), C([O-])([O-])=O.[K+].[K+] (potassium carbonate). Run in CN(C)C=O (DMF), O (water). Conditions: temperature 55 celsius. Product: ClC=1C(=NN(C1C)CC(=O)O)C(F)(F)F (2-(4-chloro-5-methyl-3-(trifluoromethyl)-1H-pyrazol-1-yl)acetic acid). The yield is 84.1%. RXN SMILES: [Cl:1][C:2]1[C:3]([C:8]([F:11])([F:10])[F:9])=[N:4][NH:5][C:6]=1[CH3:7].Br[CH2:13][C:14]([O:16]CC)=[O:15].C(=O)([O-])[O-].[K+].[K+]>CN(C=O)C.O>[Cl:1][C:2]1[C:3]([C:8]([F:9])([F:11])[F:10])=[N:4][N:5]([CH2:13][C:14]([OH:16])=[O:15])[C:6]=1[CH3:7] |f:2.3.4|. Procedure details: To a solution of 4-chloro-5-methyl-3-(trifluoromethyl)pyrazole (15 g, 81.3 mmol) in DMF (82 mL) was added ethyl 2-bromoacetate (13.6 g, 81.3 mmol) and potassium carbonate (12.4 g, 89.4 mmol). The mixture was heated at 55° C. for 10 hours with stirring. After cooling to room temperature, the reaction mixture was diluted with water (100 mL) and extracted with ethyl acetate (3×150 mL). The combined organic layers were washed with brine, dried (Na2SO4), filtered, and concentrated in vacuo. The crude... Reactants: C(C)(C)(C)OC(CC(C=O)NS(=O)(=O)C1=C(C=C(C=C1)NC(C)=O)OCCC1=CC=CC2=CC=CC=C12)=O (3-[4-acetylamino-2-(2-naphthalen-1-yl-ethoxy)-benzenesulfonylamino]-4-oxo-butyric acid tert-butyl ester). Run in C(Cl)Cl (methylene chloride), FC(C(=O)O)(F)F (trifluoroacetic acid). The product is C(C)(=O)NC1=CC(=C(C=C1)S(=O)(=O)NC(CC(=O)O)C=O)OCCC1=CC=CC2=CC=CC=C12 (3-[4-Acetylamino-2-(2-naphthalen-1-yl-ethoxy)-benzenesulfonylamino]-4-oxo-butyric acid). Reaction SMILES: C([O:5][C:6](=[O:38])[CH2:7][CH:8]([NH:11][S:12]([C:15]1[CH:20]=[CH:19][C:18]([NH:21][C:22](=[O:24])[CH3:23])=[CH:17][C:16]=1[O:25][CH2:26][CH2:27][C:28]1[C:37]2[C:32](=[CH:33][CH:34]=[CH:35][CH:36]=2)[CH:31]=[CH:30][CH:29]=1)(=[O:14])=[O:13])[CH:9]=[O:10])(C)(C)C>C(Cl)Cl.FC(F)(F)C(O)=O>[C:22]([NH:21][C:18]1[CH:19]=[CH:20][C:15]([S:12]([NH:11][CH:8]([CH:9]=[O:10])[CH2:7][C:6]([OH:38])=[O:5])(=[O:13])=[O:14])=[C:16]([O:25][CH2:26][CH2:27][C:28]2[C:37]3[C:32](=[CH:33][CH:34]=[CH:35][CH:36]=3)[CH:31]=[CH:30][CH:29]=2)[CH:17]=1)(=[O:24])[CH3:23]. Procedure: A solution of 3-[4-acetylamino-2-(2-naphthalen-1-yl-ethoxy)-benzenesulfonylamino]-4-oxo-butyric acid tert-butyl ester (110 mg) in methylene chloride (6 mL) and trifluoroacetic acid (3 mL) was stirred at room temperature for 4 hours. The solvent was evaporated. The residue was triturated with ether and the resulting amorphous solid (58 mg) was collected by filtration.